Task: describe an organic reaction: reactants, conditions, products, and yield. Dataset: the Open Reaction Database (ORD), a public repository of structured organic reaction records The reactants are C(C)C1=NOC2=C1C=CC(=C2CCC)O (3-ethyl-6-hydroxy-7-propylbenz[4,5]isoxazole), BrC(C)(C)Br (dibromopropane), C([O-])([O-])=O.[Cs+].[Cs+] (cesium carbonate), C(C)(=O)OC(C)C (isopropyl acetate). Run in CN(C)C=O (DMF). Reaction conditions: time 10 hour. The product is C(C)C1=NOC2=C1C=CC(=C2CCC)OCCCBr (3-ethyl-6-(3-bromopropyl)oxy-7-propylbenz[4,5]isoxazole). The yield is 54.8%. Reaction SMILES: [CH2:1]([C:3]1[C:7]2[CH:8]=[CH:9][C:10]([OH:15])=[C:11]([CH2:12][CH2:13][CH3:14])[C:6]=2[O:5][N:4]=1)[CH3:2].Br[C:17]([Br:20])([CH3:19])C.[C:21](=O)([O-])[O-].[Cs+].[Cs+].C(OC(C)C)(=O)C>CN(C=O)C>[CH2:1]([C:3]1[C:7]2[CH:8]=[CH:9][C:10]([O:15][CH2:21][CH2:19][CH2:17][Br:20])=[C:11]([CH2:12][CH2:13][CH3:14])[C:6]=2[O:5][N:4]=1)[CH3:2] |f:2.3.4|. Reported procedure: A solution of 3-ethyl-6-hydroxy-7-propylbenz[4,5]isoxazole (2.00 grams; 9.74 mmol) in dry DMF was treated with dibromopropane (7.17 mL; 38.97 mmol) and cesium carbonate (3.49 grams; 10.71 mmol). The solution was stirred at room temperature for 10 hours, then partioned between isopropyl acetate and pH 4.0 buffer. The organic layer was washed twice with water, dried over magnesium sulfate, filtered and concentrated in vacuo. Silica gel chromatography afforded the title compound (1.74 g). Reactants: CC(C)Nc1nc(C(F)(F)F)ccc1C=CC(=O)O, Cl, CS(=O)(=O)Nc1ccc(CN)cc1F. The product is CC(C)Nc1nc(C(F)(F)F)ccc1C=CC(=O)NCc1ccc(NS(C)(=O)=O)c(F)c1. RXN SMILES: [CH:16]([CH3:17])([CH3:18])[NH:19][c:20]1[n:21][c:22]([C:31]([F:32])([F:33])[F:34])[cH:23][cH:24][c:25]1[CH:26]=[CH:27][C:28](=[O:29])[OH:30].[ClH:15].[NH2:1][CH2:2][c:3]1[cH:4][c:5]([F:14])[c:6]([NH:9][S:10](=[O:11])(=[O:12])[CH3:13])[cH:7][cH:8]1>>[NH:1]([CH2:2][c:3]1[cH:4][c:5]([F:14])[c:6]([NH:9][S:10](=[O:11])(=[O:12])[CH3:13])[cH:7][cH:8]1)[C:28]([CH:27]=[CH:26][c:25]1[c:20]([NH:19][CH:16]([CH3:17])[CH3:18])[n:21][c:22]([C:31]([F:32])([F:33])[F:34])[cH:23][cH:24]1)=[O:29]. Starting materials: COC(CNC1=CC=C(C=C1)N1C(=NC(=C1)C1=C(C=C(C=C1)Cl)Cl)CC1=CC=C(C=C1)Br)=O ({-4-[2-(4-Bromo-benzyl)-4-(2,4-dichloro-phenyl)-imidazol-1-yl]-phenylamino}-acetic acid methyl ester), C1(CCCC1)CC(O)C1=CC=C(C=C1)B1OC(C(O1)(C)C)(C)C (2-cyclopentyl-1-[4-(4,4,5,5-tetramethyl-[1,3,2]dioxaborolan-2-yl)phenyl]-ethanol). Yields the product COC(CNC1=CC=C(C=C1)N1C(=NC(=C1)C1=C(C=C(C=C1)Cl)Cl)CC1=CC=C(C=C1)C1=CC=C(C=C1)C(CC1CCCC1)O)=O ({-4-[2-[4′-(2-cyclopentyl-1-hydroxy-ethyl)-biphenyl-4-ylmethyl]-4-(2,4-dichloro-phenyl)-imidazol-1-yl]-phenylamino}-acetic acid methyl ester). RXN SMILES: [CH3:1][O:2][C:3](=[O:33])[CH2:4][NH:5][C:6]1[CH:11]=[CH:10][C:9]([N:12]2[CH:16]=[C:15]([C:17]3[CH:22]=[CH:21][C:20]([Cl:23])=[CH:19][C:18]=3[Cl:24])[N:14]=[C:13]2[CH2:25][C:26]2[CH:31]=[CH:30][C:29](Br)=[CH:28][CH:27]=2)=[CH:8][CH:7]=1.[CH:34]1([CH2:39][CH:40]([C:42]2[CH:47]=[CH:46][C:45](B3OC(C)(C)C(C)(C)O3)=[CH:44][CH:43]=2)[OH:41])[CH2:38][CH2:37][CH2:36][CH2:35]1>>[CH3:1][O:2][C:3](=[O:33])[CH2:4][NH:5][C:6]1[CH:11]=[CH:10][C:9]([N:12]2[CH:16]=[C:15]([C:17]3[CH:22]=[CH:21][C:20]([Cl:23])=[CH:19][C:18]=3[Cl:24])[N:14]=[C:13]2[CH2:25][C:26]2[CH:31]=[CH:30][C:29]([C:45]3[CH:46]=[CH:47][C:42]([CH:40]([OH:41])[CH2:39][CH:34]4[CH2:35][CH2:36][CH2:37][CH2:38]4)=[CH:43][CH:44]=3)=[CH:28][CH:27]=2)=[CH:8][CH:7]=1. Reported procedure: {-4-[2-(4-Bromo-benzyl)-4-(2,4-dichloro-phenyl)-imidazol-1-yl]-phenylamino}-acetic acid methyl ester (433 mg, 0.79 mmol) was coupled with 2-cyclopentyl-1-[4-(4,4,5,5-tetramethyl-[1,3,2]dioxaborolan-2-yl)phenyl]-ethanol according to general procedure G to give {-4-[2-[4′-(2-cyclopentyl-1-hydroxy-ethyl)-biphenyl-4-ylmethyl]-4-(2,4-dichloro-phenyl)-imidazol-1-yl]-phenylamino}-acetic acid methyl ester. The product benzyl alcohol was reduced according to general procedure AA and the reduced product w... RXN SMILES: [CH3:1][O:2][C:3]1[C:14]([O:15][CH3:16])=[CH:13][C:6]2[CH2:7][C:8](=[O:12])[NH:9][CH2:10][CH2:11][C:5]=2[CH:4]=1.[Cl:17][CH2:18][CH2:19][CH2:20][N:21]([CH3:34])[CH2:22][CH2:23][C:24]1[CH:29]=[CH:28][C:27]([O:30][CH3:31])=[C:26]([O:32][CH3:33])[CH:25]=1.O>CS(C)=O>[ClH:17].[ClH:17].[CH3:1][O:2][C:3]1[C:14]([O:15][CH3:16])=[CH:13][C:6]2[CH2:7][C:8](=[O:12])[N:9]([CH2:18][CH2:19][CH2:20][N:21]([CH3:34])[CH2:22][CH2:23][C:24]3[CH:29]=[CH:28][C:27]([O:30][CH3:31])=[C:26]([O:32][CH3:33])[CH:25]=3)[CH2:10][CH2:11][C:5]=2[CH:4]=1 |f:4.5.6|. Run in CS(=O)C (dimethyl sulfoxide). Procedure: 1.1 gm (5.0 mmols) of 7,8-dimethoxy-1,3,4,5-tetrahydro-2H-3-benzazepin-2-one were suspended in 20 ml of dimethyl sulfoxide, and the suspension was mixed with 0.6 gm (5.3 mmols) of potassium tert. butylate while stirring. After 10 minutes, the solution was mixed with 2.0 gm (7.4 mmols) of 1-chloro-3-[N-methyl-N-(2-{3,4-dimethoxy-phenyl}-ethyl)-amino]-propane; the mixture was stirred for one hour at 50° C. and then poured into water; the aqueous mixture was extracted with ethyl acetate, and the or... The reactants are COC1=CC2=C(CC(NCC2)=O)C=C1OC (7,8-dimethoxy-1,3,4,5-tetrahydro-2H-3-benzazepin-2-one), O (water), potassium tert. butylate, ClCCCN(CCC1=CC(=C(C=C1)OC)OC)C (1-chloro-3-[N-methyl-N-(2-{3,4-dimethoxy-phenyl}-ethyl)-amino]-propane). Reaction conditions: time 10 minute. Product: Cl.Cl.COC1=CC2=C(CC(N(CC2)CCCN(CCC2=CC(=C(C=C2)OC)OC)C)=O)C=C1OC (1-[7,8-Dimethoxy-1,3,4,5-tetrahydro-2H-3-benzazepin-2-on-3-yl]-3-[N-methyl-N-(2-{3,4-dimethoxy-phenyl}-ethyl)-amino]-propane-dihydrochloride). Reactants: C(CCC)(=O)CC(=O)OCC (ethyl butyrylacetate), C(CC(=O)C)(=O)OCC (ethyl acetoacetate). Product: OC(CC(=O)OCC)CCC (Ethyl 3-hydroxycaproate). The yield is 48.0%. Reaction SMILES: [C:1]([CH2:6][C:7]([O:9][CH2:10][CH3:11])=[O:8])(=[O:5])[CH2:2][CH2:3][CH3:4].C(OCC)(=O)CC(C)=O>>[OH:5][CH:1]([CH2:2][CH2:3][CH3:4])[CH2:6][C:7]([O:9][CH2:10][CH3:11])=[O:8]. Reported procedure: Ethyl 3-hydroxycaproate was prepared following the procedure as described in step 1) of Preparation Example 2, except for that ethyl butyrylacetate was used to replace for ethyl acetoacetate. Yield 48%. Reactants: Cl.C(C)N=C=NCCCN(C)C (3-(ethyliminomethyleneamino)-N,N-dimethyl-propan-1-amine hydrochloride), ClC=1C(=NC=CN1)C(=O)O (3-chloropyrazine-2-carboxylic acid), ON1N=NC2=C1C=CC=C2 (1-hydroxybenzotriazole), ClC=1C(=NC=C(C1)C1C(C1)C(F)(F)F)C1(CC1)CN ([1-[3-chloro-5-[2-(trifluoromethyl)cyclopropyl]-2-pyridyl]cyclopropyl]methanamine). Run in C(C)N(CC)CC (triethylamine), ClCCl (dichloromethane), O (water). Run at temperature 0 celsius, time 8 hour. Yields the product ClC=1C(=NC=CN1)C(=O)NCC1(CC1)C1=NC=C(C=C1Cl)C1C(C1)C(F)(F)F (3-chloro-N-[[1-[3-chloro-5-[2-(trifluoromethyl)cyclopropyl]-2-pyridyl]cyclopropyl]methyl]pyrazine-2-carboxamide). Yield: 73.8%. RXN SMILES: [Cl:1][C:2]1[C:3]([C:15]2([CH2:18][NH2:19])[CH2:17][CH2:16]2)=[N:4][CH:5]=[C:6]([CH:8]2[CH2:10][CH:9]2[C:11]([F:14])([F:13])[F:12])[CH:7]=1.Cl.C(N=C=NCCCN(C)C)C.[Cl:32][C:33]1[C:34]([C:39](O)=[O:40])=[N:35][CH:36]=[CH:37][N:38]=1.ON1C2C=CC=CC=2N=N1>ClCCl.O.C(N(CC)CC)C>[Cl:32][C:33]1[C:34]([C:39]([NH:19][CH2:18][C:15]2([C:3]3[C:2]([Cl:1])=[CH:7][C:6]([CH:8]4[CH2:10][CH:9]4[C:11]([F:14])([F:12])[F:13])=[CH:5][N:4]=3)[CH2:17][CH2:16]2)=[O:40])=[N:35][CH:36]=[CH:37][N:38]=1 |f:1.2|. Reported procedure: 147 mg [1-[3-chloro-5-[2-(trifluoromethyl)cyclopropyl]-2-pyridyl]cyclopropyl]methanamine (step 3) was dissolved in 3 ml of dichloromethane and 0.142 ml triethylamine was added. After cooling to 0° C., 193 mg 3-(ethyliminomethyleneamino)-N,N-dimethyl-propan-1-amine hydrochloride, 84 mg 3-chloropyrazine-2-carboxylic acid and 141 mg 1-hydroxybenzotriazole were added. The mixture was stirred overnight at ambient temperature. Then water was added. The layers were separated, the organic layer was drie... Reactants: [OH-].[Na+] (sodium hydroxide), C(C)OC(=O)C1CCN(CC1)CCC1=CC=C(N\C(\C2=CC=CC=C2)=C\2/C(NC3=CC(=C(C=C23)OC)OC)=O)C=C1 (3-(Z)-(1-{4-[2-(4-ethoxycarbonyl-piperidin-1-yl)-ethyl]-anilino}-1-phenyl-methylidene)-5,6-dimethoxy-2-indolinone), Cl (HCl). The solvent is C(C)O (ethanol). Run at temperature 50 celsius, time 1 hour. Product: C(=O)(O)C1CCN(CC1)CCC1=CC=C(N\C(\C2=CC=CC=C2)=C\2/C(NC3=CC(=C(C=C23)OC)OC)=O)C=C1 (3-(Z)-(1-{4-[2-(4-carboxy-piperidin-1-yl)-ethyl]-anilino}-1-phenyl-methylidene)-5,6-dimethoxy-2-indolinone). As a reaction SMILES: C([O:3][C:4]([CH:6]1[CH2:11][CH2:10][N:9]([CH2:12][CH2:13][C:14]2[CH:41]=[CH:40][C:17]([NH:18]/[C:19](=[C:26]3\[C:27](=[O:39])[NH:28][C:29]4[C:34]\3=[CH:33][C:32]([O:35][CH3:36])=[C:31]([O:37][CH3:38])[CH:30]=4)/[C:20]3[CH:25]=[CH:24][CH:23]=[CH:22][CH:21]=3)=[CH:16][CH:15]=2)[CH2:8][CH2:7]1)=[O:5])C.[OH-].[Na+].Cl>C(O)C>[C:4]([CH:6]1[CH2:7][CH2:8][N:9]([CH2:12][CH2:13][C:14]2[CH:15]=[CH:16][C:17]([NH:18]/[C:19](=[C:26]3\[C:27](=[O:39])[NH:28][C:29]4[C:34]\3=[CH:33][C:32]([O:35][CH3:36])=[C:31]([O:37][CH3:38])[CH:30]=4)/[C:20]3[CH:21]=[CH:22][CH:23]=[CH:24][CH:25]=3)=[CH:40][CH:41]=2)[CH2:10][CH2:11]1)([OH:5])=[O:3] |f:1.2|. Procedure: 0.4 g of 3-(Z)-(1-{4-[2-(4-ethoxycarbonyl-piperidin-1-yl)-ethyl]-anilino}-1-phenyl-methylidene)-5,6-dimethoxy-2-indolinone are dissolved in 8.0 ml of ethanol and 2.0 ml of 1N sodium hydroxide solution are added. The mixture is stirred for 1 hour at 50° C. 2.0 ml of 1N HCl are added to the clear solution and the precipitate formed is suction filtered. The precipitate is washed with water and ethanol and dried in vacuo at 100° C.